Dataset: the Open Reaction Database (ORD), a public repository of structured organic reaction records. Task: describe an organic reaction: reactants, conditions, products, and yield Starting materials: C=1C2=C(C=C(C1O)O)OC=3C=C(C(=C(C3C2=O)O)O[C@H]4[C@@H]([C@H]([C@@H]([C@H](O4)CO)O)O)O)O (mangiferin), CS(=O)C (DMSO), [OH-].[Ca+2].[OH-] (calcium hydroxide), [OH-].[Ca+2].[OH-] (calcium hydroxide), C=1C2=C(C=C(C1O)O)OC=3C=C(C(=C(C3C2=O)O)O[C@H]4[C@@H]([C@H]([C@@H]([C@H](O4)CO)O)O)O)O (mangiferin), C(C)O (ethanol). Run in OCC(O)CO (glycerol). Conditions: temperature 60 celsius. Yields the product C=1C2=C(C=C(C1O)O)OC=3C=C(C(=C(C3C2=O)O)O[C@H]4[C@@H]([C@H]([C@@H]([C@H](O4)CO)O)O)O)O.[Ca] (Mangiferin Calcium). RXN SMILES: [CH:1]1[C:2]2[C:16](=[O:17])[C:15]3[C:14]([OH:18])=[C:13]([O:19][C@@H:20]4[O:25][C@H:24]([CH2:26][OH:27])[C@@H:23]([OH:28])[C@H:22]([OH:29])[C@H:21]4[OH:30])[C:12]([OH:31])=[CH:11][C:10]=3[O:9][C:3]=2[CH:4]=[C:5]([OH:8])[C:6]=1[OH:7].CS(C)=O.[OH-].[Ca+2:37].[OH-].C(O)C>OCC(CO)O>[CH:1]1[C:2]2[C:16](=[O:17])[C:15]3[C:14]([OH:18])=[C:13]([O:19][C@@H:20]4[O:25][C@H:24]([CH2:26][OH:27])[C@@H:23]([OH:28])[C@H:22]([OH:29])[C@H:21]4[OH:30])[C:12]([OH:31])=[CH:11][C:10]=3[O:9][C:3]=2[CH:4]=[C:5]([OH:8])[C:6]=1[OH:7].[Ca:37] |f:2.3.4,7.8|. Reported procedure: mangiferin 4.2 g (0.01 mol) is dissolved into 50 ml DMSO, calcium hydroxide 0.37 g (0.005 mol) is dissolved in 80 g glycerol, calcium hydroxide solution is added slowly into mangiferin solution while mixing round, mixing round until it react completely. Appropriate quantity ethanol is added into the reaction solution, mixing round adequately. A lot of deposition is come into being in solution. The reaction solution is filtrated to get the deposition. This deposition is heated up no excess 60° C....